describe an organic reaction: reactants, conditions, products, and yield From a dataset of the Open Reaction Database (ORD), a public repository of structured organic reaction records. Starting materials: O(C1=CC=CC=C1)C1=C(C=CC=C1)NS(=O)(=O)C1=CC=C(C(=O)NCC(=O)N2[C@@H](CCC2)C(=O)O)C=C1 ((S)-1-{2-[4-(2-phenoxy-phenylsulfamoyl)-benzoylamino]-acetyl}-pyrrolidine-2-carboxylic acid), C(C)(C)(C)OC(=O)N1CCNCC1 (piperazine-1-carboxylic acid tert-butyl ester). Yields the product C(C)(C)(C)OC(=O)N1CCN(CC1)C(=O)[C@H]1N(CCC1)C(CNC(C1=CC=C(C=C1)S(NC1=C(C=CC=C1)OC1=CC=CC=C1)(=O)=O)=O)=O (4-((S)-1-{2-[4-(2-Phenoxy-phenylsulfamoyl)-benzoylamino]-acetyl}-pyrrolidine-2-carbonyl)-piperazine-1-carboxylic acid tert-butyl ester). RXN SMILES: [O:1]([C:8]1[CH:13]=[CH:12][CH:11]=[CH:10][C:9]=1[NH:14][S:15]([C:18]1[CH:37]=[CH:36][C:21]([C:22]([NH:24][CH2:25][C:26]([N:28]2[CH2:32][CH2:31][CH2:30][C@H:29]2[C:33]([OH:35])=O)=[O:27])=[O:23])=[CH:20][CH:19]=1)(=[O:17])=[O:16])[C:2]1[CH:7]=[CH:6][CH:5]=[CH:4][CH:3]=1.[C:38]([O:42][C:43]([N:45]1[CH2:50][CH2:49][NH:48][CH2:47][CH2:46]1)=[O:44])([CH3:41])([CH3:40])[CH3:39]>>[C:38]([O:42][C:43]([N:45]1[CH2:50][CH2:49][N:48]([C:33]([C@@H:29]2[CH2:30][CH2:31][CH2:32][N:28]2[C:26](=[O:27])[CH2:25][NH:24][C:22](=[O:23])[C:21]2[CH:36]=[CH:37][C:18]([S:15](=[O:17])(=[O:16])[NH:14][C:9]3[CH:10]=[CH:11][CH:12]=[CH:13][C:8]=3[O:1][C:2]3[CH:7]=[CH:6][CH:5]=[CH:4][CH:3]=3)=[CH:19][CH:20]=2)=[O:35])[CH2:47][CH2:46]1)=[O:44])([CH3:41])([CH3:39])[CH3:40]. Procedure details: The title compound was prepared from (S)-1-{2-[4-(2-phenoxy-phenylsulfamoyl)-benzoylamino]-acetyl}-pyrrolidine-2-carboxylic acid and piperazine-1-carboxylic acid tert-butyl ester according to the method described in Example 1.1/d. MS (EI) 714.3 (M+Na+).